The task is: describe an organic reaction: reactants, conditions, products, and yield. This data is from the Open Reaction Database (ORD), a public repository of structured organic reaction records. Starting materials: C1CCOC1, CC(=O)O, CCCCC(F)(F)C(=O)CCC1C(OC2CCCCO2)CC(=O)C1CCCCCCCCC(=O)OC(C)C, O. Product: CCCCC(F)(F)C(=O)CCC1C(O)CC(=O)C1CCCCCCCCC(=O)OC(C)C. Reaction SMILES: [CH2:44]1[O:45][CH2:46][CH2:47][CH2:48]1.[CH3:39][C:40](=[O:41])[OH:42].[F:1][C:2]([C:3]([CH2:4][CH2:5][CH:6]1[CH:7]([CH2:19][CH2:20][CH2:21][CH2:22][CH2:23][CH2:24][CH2:25][CH2:26][C:27](=[O:28])[O:29][CH:30]([CH3:31])[CH3:32])[C:8](=[O:18])[CH2:9][CH:10]1[O:11][CH:12]1[CH2:13][CH2:14][CH2:15][CH2:16][O:17]1)=[O:33])([CH2:34][CH2:35][CH2:36][CH3:37])[F:38].[OH2:43]>>[F:1][C:2]([C:3]([CH2:4][CH2:5][CH:6]1[CH:7]([CH2:19][CH2:20][CH2:21][CH2:22][CH2:23][CH2:24][CH2:25][CH2:26][C:27](=[O:28])[O:29][CH:30]([CH3:31])[CH3:32])[C:8](=[O:18])[CH2:9][CH:10]1[OH:11])=[O:33])([CH2:34][CH2:35][CH2:36][CH3:37])[F:38]. Reactants: CCOC(=O)c1cc(-c2ccccn2)[nH]n1, CN(C)C=O, Cl, [H-], [Na+], O, ClCc1ccccn1. Product: CCOC(=O)c1cc(-c2ccccn2)nn1C(C)c1ccccn1. RXN SMILES: [CH2:1]([CH3:2])[O:3][C:4](=[O:5])[c:6]1[n:7][nH:8][c:9](-[c:11]2[n:12][cH:13][cH:14][cH:15][cH:16]2)[cH:10]1.[CH3:17][N:18]([CH3:19])[CH:20]=[O:21].[ClH:24].[H-:22].[Na+:23].[OH2:33].[c:25]1([CH2:31][Cl:32])[cH:26][cH:27][cH:28][cH:29][n:30]1>>[CH2:1]([CH3:2])[O:3][C:4](=[O:5])[c:6]1[n:7]([CH:31]([CH3:17])[c:25]2[cH:26][cH:27][cH:28][cH:29][n:30]2)[n:8][c:9](-[c:11]2[n:12][cH:13][cH:14][cH:15][cH:16]2)[cH:10]1. Reactants: C(Cl)(Cl)(Cl)Cl (carbon tetrachloride), C1(=CC=CC=C1)P(C1=CC=CC=C1)C1=CC=CC=C1 (triphenylphosphine), ClC1=CC(=C(CO)C=C1)OCOC (4-chloro-2-methoxymethoxybenzyl alcohol). Run in O1CCCC1 (tetrahydrofuran). Run at time 1 hour. The product is ClC1=CC(=C(CCl)C=C1)OCOC (4-Chloro-2-methox ymethoxybenzyl chloride). Yield: 66.1%. RXN SMILES: [Cl:1][C:2]1[CH:9]=[CH:8][C:5]([CH2:6]O)=[C:4]([O:10][CH2:11][O:12][CH3:13])[CH:3]=1.C(Cl)(Cl)(Cl)[Cl:15].C1(P(C2C=CC=CC=2)C2C=CC=CC=2)C=CC=CC=1>O1CCCC1>[Cl:1][C:2]1[CH:9]=[CH:8][C:5]([CH2:6][Cl:15])=[C:4]([O:10][CH2:11][O:12][CH3:13])[CH:3]=1. Reported procedure: 4.69 g of 4-chloro-2-methoxymethoxybenzyl alcohol [prepared as described in step (b) above] were dissolved in 80 ml of tetrahydrofuran, and then 7.11 g of carbon tetrachloride and 12.14 g of triphenylphosphine were added to the resulting solution. The resulting mixture was stirred at room temperature for 1 hour and then heated under reflux for 2.5 hours. At the end of this time, any insoluble substance was removed by filtration, and the filtrate was concentrated by evaporation under reduced pres... The reactants are [N+](=O)([O-])[O-].COC=1C=C(C=C(C1OC)OC)NC(=[NH2+])N (3,4,5-trimethoxyphenylguanidinium nitrate), C1(=CC=CC=C1)C(C(=CN(C)C)C#N)=O (1-phenyl-2-cyano-3-dimethylaminopropen-1-one), [OH-].[Na+] (sodium hydroxide). The solvent is C(C)O (ethanol). Product: C(#N)C=1C(=NC(=NC1)NC1=CC(=C(C(=C1)OC)OC)OC)C1=CC=CC=C1 (5-Cyano-4-phenyl-N-(3,4,5-trimethoxyphenyl)pyrimidine-2-amine). Isolated yield 49.4%. Reaction SMILES: [N+]([O-])([O-])=O.[CH3:5][O:6][C:7]1[CH:8]=[C:9]([NH:17][C:18]([NH2:20])=[NH2+:19])[CH:10]=[C:11]([O:15][CH3:16])[C:12]=1[O:13][CH3:14].[C:21]1([C:27](=O)[C:28]([C:33]#N)=[CH:29][N:30](C)C)[CH:26]=[CH:25][CH:24]=[CH:23][CH:22]=1.[OH-].[Na+]>C(O)C>[C:29]([C:28]1[C:27]([C:21]2[CH:26]=[CH:25][CH:24]=[CH:23][CH:22]=2)=[N:19][C:18]([NH:17][C:9]2[CH:10]=[C:11]([O:15][CH3:16])[C:12]([O:13][CH3:14])=[C:7]([O:6][CH3:5])[CH:8]=2)=[N:20][CH:33]=1)#[N:30] |f:0.1,3.4|. Procedure details: A mixture of 3,4,5-trimethoxyphenylguanidinium nitrate (1.44 g, 5.0 mmol), 1-phenyl-2-cyano-3-dimethylaminopropen-1-one (1.0 g, 5.0 mmol) and sodium hydroxide (0.22 g, 5.5 mmol) in ethanol (20 ml) was heated at reflux for 18 h. On cooling the resulting precipitate was collected by filtration, washed with water and diethyl ether, then dried to give the title compound (895 mg) as a green solid m.p. 246°. δH (d6DMSO) 10.37 (1H, br s), 8.93 (1H, s), 7.99 (2H, m), 7.60 (3H, m), 7.25 (2H, m), 3.75 (6H...